From a dataset of the Open Reaction Database (ORD), a public repository of structured organic reaction records. describe an organic reaction: reactants, conditions, products, and yield Reactants: S(C)(=O)(=O)[O-] (mesylate), CS(=O)(=O)Cl (methanesulfonyl chloride), O(C1=CC=CC=C1)CC#CCO (4-phenoxybut-2-yn-1-ol), [I-].[Na+] (sodium iodide), C([O-])(O)=O.[Na+] (sodium bicarbonate), C([O-])(O)=O.[Na+] (sodium bicarbonate). Solvent: CC(=O)C (acetone), C(Cl)Cl (methylene chloride), C(C)N(CC)CC (triethylamine), CC(=O)C (acetone). Conditions: temperature 0 celsius, time 30 minute. The product is ICC#CCOC1=CC=CC=C1 (1-iodo-4-phenoxybut-2-yne). The yield is 68.6%. Reaction SMILES: CS(Cl)(=O)=O.[O:6]([CH2:13][C:14]#[C:15][CH2:16]O)[C:7]1[CH:12]=[CH:11][CH:10]=[CH:9][CH:8]=1.C(=O)(O)[O-].[Na+].S([O-])(=O)(=O)C.[I-:28].[Na+]>C(Cl)Cl.CC(C)=O.C(N(CC)CC)C>[I:28][CH2:16][C:15]#[C:14][CH2:13][O:6][C:7]1[CH:12]=[CH:11][CH:10]=[CH:9][CH:8]=1 |f:2.3,5.6|. Procedure details: 1.432 ml (2.12 g, 0.0185 mol) of methanesulfonyl chloride was added dropwise to a solution of 2 g of 4-phenoxybut-2-yn-1-ol and 2.77 ml of triethylamine in 30 ml of methylene chloride at such a rate to maintain the reaction temperature at 0° C. After addition, the resulting mixture was stirred for 30 minutes at 0° C. Then the reaction mixture was poured into 30 ml of saturated aqueous sodium bicarbonate solution and extracted with methylene chloride. The organic extracts were dried over sodium s... Reactants: CCO, O=C(O)C1=C(O)C(CC2CCCCC2)NC1=O, O=C=O, O. Product: O=C1CC(=O)C(CC2CCCCC2)N1. Reaction SMILES: [CH3:1][CH2:2][OH:3].[CH:4]1([CH2:10][CH:11]2[C:12]([OH:20])=[C:13]([C:17]([OH:18])=[O:19])[C:14](=[O:16])[NH:15]2)[CH2:5][CH2:6][CH2:7][CH2:8][CH2:9]1.[O:21]=[C:22]=[O:23].[OH2:24]>>[CH:4]1([CH2:10][CH:11]2[C:12](=[O:20])[CH2:13][C:14](=[O:16])[NH:15]2)[CH2:5][CH2:6][CH2:7][CH2:8][CH2:9]1. The reactants are C1CC2=CC=CC=C2C(=O)C1 (α-tetralone), CSC.B (borane methylsulfide), O1NBCC1 (oxazaborolidine), C[C@H]([C@H](C1=CC=CC=C1)O)N (norephedrine). Solvent: C1CCOC1 (THF). Conditions: temperature 0 celsius, time 15 minute. The product is C1CC2=CC=CC=C2CC1O (tetralol). Reaction SMILES: [CH2:1]1[CH2:11][C:9](=O)[C:8]2[C:3](=[CH:4][CH:5]=[CH:6][CH:7]=2)[CH2:2]1.[O:12]1CCBN1.C[C@@H](N)[C@@H](O)C1C=CC=CC=1.CSC.B>C1COCC1>[CH2:1]1[CH:11]([OH:12])[CH2:9][C:8]2[C:3](=[CH:4][CH:5]=[CH:6][CH:7]=2)[CH2:2]1 |f:3.4|. Procedure details: (1S, 2R)-(+)-Norephedrine (7.78 g, 51 mmol), toluene (150 mL), and trimethylboroxine (4.8 mL) were combined at ambient temperature and stirred for 5 days. Water, toluene and excess boroxine were distilled off until about 70 mL volume remained. The reaction was chased with toluene (3×90 mL), and the remainder of toluene removed under vacuum to afford the oxazaborolidine as a pale yellow oil (8.71 g, 98%). 1H NMR (C6D6)δ; 7.36-6.98 (m, 5H), 5.33(d, J=8 Hz, 1H), 3.43 (dq, J=8 Hz, J=6 Hz 1H), 2.72 (... Reactants: [BH3-]C#N, O=C(O)C1(C=NOCc2ccccc2)CCCC1, [CH3], CO, [Na+]. Yields the product O=C(O)C1(CNOCc2ccccc2)CCCC1. As a reaction SMILES: [C:20]([BH3-:21])#[N:22].[CH2:1]([c:2]1[cH:3][cH:4][cH:5][cH:6][cH:7]1)[O:8][N:9]=[CH:10][C:11]1([C:16](=[O:17])[OH:18])[CH2:12][CH2:13][CH2:14][CH2:15]1.[CH3:19].[CH3:24][OH:25].[Na+:23]>>[CH2:1]([c:2]1[cH:3][cH:4][cH:5][cH:6][cH:7]1)[O:8][NH:9][CH2:10][C:11]1([C:16](=[O:17])[OH:18])[CH2:12][CH2:13][CH2:14][CH2:15]1. Starting materials: C(CCC)NC(C(=O)NCCCCCO[Si](C1=CC=CC=C1)(C1=CC=CC=C1)C(C)(C)C)=O (N1-n-butyl-N2-(5-(tert-butyldiphenylsilyloxy)pentyl)oxalamide), n-tetrabutylammonium fluoride. Run in C1CCOC1 (THF). Yields the product C(CCC)NC(C(=O)NCCCCCO)=O (N1-n-Butyl-N2-(5-hydroxypentyl)oxalamide). Yield: 93.0%. RXN SMILES: [CH2:1]([NH:5][C:6](=[O:33])[C:7]([NH:9][CH2:10][CH2:11][CH2:12][CH2:13][CH2:14][O:15][Si](C(C)(C)C)(C1C=CC=CC=1)C1C=CC=CC=1)=[O:8])[CH2:2][CH2:3][CH3:4]>C1COCC1>[CH2:1]([NH:5][C:6](=[O:33])[C:7]([NH:9][CH2:10][CH2:11][CH2:12][CH2:13][CH2:14][OH:15])=[O:8])[CH2:2][CH2:3][CH3:4]. Reported procedure: A mixture of N1-n-butyl-N2-(5-(tert-butyldiphenylsilyloxy)pentyl)oxalamide (65 mg, 0.14 mmol) and n-tetrabutylammonium fluoride (0.41 mL, 1 M soln, 0.42 mmol) in dry THF solution was stirred at room temperature under an argon atmosphere for 12 h. All volatiles were evaporated in vacuo, the residue was dissolved in EtOAc (30 mL) and the organic layer was washed with water (10 mL), brine (15 mL), dried and evaporated. Purification of the residue via SiO2 column chromatography using EtOAc/hexanes (...